Dataset: the Open Reaction Database (ORD), a public repository of structured organic reaction records. Task: describe an organic reaction: reactants, conditions, products, and yield Reactants: C(C)(C)(C)OC(=O)N1CCC=2C3=C(C(NC2C1)=O)C=CC=C3 (6-Oxo-1,4,5,6-tetrahydrobenzo[c]-1,7-naphthyridine-3(2H)-carboxylic acid tert-butyl ester), Cl.C(C)(=O)OCC (Hydrochloric acid ethyl acetate). Solvent: O1CCCC1 (tetrahydrofuran). Conditions: temperature 60 celsius. Product: C1C=2C3=C(C(NC2CNC1)=O)C=CC=C3 (1,3,4,5-tetrahydrobenzo[c]-1,7-naphthyridin-6(2H)-one). The yield is 117.3%. As a reaction SMILES: C(OC([N:8]1[CH2:17][C:16]2[NH:15][C:14](=[O:18])[C:13]3[CH:19]=[CH:20][CH:21]=[CH:22][C:12]=3[C:11]=2[CH2:10][CH2:9]1)=O)(C)(C)C.Cl.C(OCC)(=O)C>O1CCCC1>[CH2:10]1[CH2:9][NH:8][CH2:17][C:16]2[NH:15][C:14](=[O:18])[C:13]3[CH:19]=[CH:20][CH:21]=[CH:22][C:12]=3[C:11]1=2 |f:1.2|. Procedure details: 6-Oxo-1,4,5,6-tetrahydrobenzo[c]-1,7-naphthyridine-3(2H)-carboxylic acid tert-butyl ester (1.13 g) was added to tetrahydrofuran (30 ml) and dissolved by stirring the mixture at 60° C. 4N Hydrochloric acid-ethyl acetate (20 ml) was added, and the mixture was stirred with heating at 60° C. for 1 hr. The reaction mixture was ice-cooled, and the precipitated solid was collected by filtration, washed with ethyl acetate and dried to give 1,3,4,5-tetrahydrobenzo[c]-1,7-naphthyridin-6(2H)-one (884 mg, y... Starting materials: O=C([O-])[O-], CC(=O)OCC(=O)N(CC(=O)O)C1c2ccccc2CC1NC(=O)c1cc2sc(Cl)c(Cl)c2[nH]1, C1CCOC1, CO, [K+], [K+]. The product is O=C(O)CN(C(=O)CO)C1c2ccccc2CC1NC(=O)c1cc2sc(Cl)c(Cl)c2[nH]1. Reaction SMILES: [C:1](=[O:2])([O-:3])[O-:4].[C:9](=[O:10])([CH3:11])[O:12][CH2:13][C:14](=[O:15])[N:16]([CH:17]1[CH:18]([NH:26][C:27](=[O:28])[c:29]2[cH:30][c:31]3[c:32]([nH:33]2)[c:34]([Cl:38])[c:35]([Cl:37])[s:36]3)[CH2:19][c:20]2[cH:21][cH:22][cH:23][cH:24][c:25]21)[CH2:39][C:40](=[O:41])[OH:42].[CH2:43]1[O:44][CH2:45][CH2:46][CH2:47]1.[CH3:7][OH:8].[K+:5].[K+:6]>>[OH:12][CH2:13][C:14](=[O:15])[N:16]([CH:17]1[CH:18]([NH:26][C:27](=[O:28])[c:29]2[cH:30][c:31]3[c:32]([nH:33]2)[c:34]([Cl:38])[c:35]([Cl:37])[s:36]3)[CH2:19][c:20]2[cH:21][cH:22][cH:23][cH:24][c:25]21)[CH2:39][C:40](=[O:41])[OH:42]. The reactants are C([O-])([O-])=O.[K+].[K+] (potassium carbonate), SCC1SC(OC1)(CCC(=O)OCC)C (Ethyl 4-(mercaptomethyl)-2-methyl-1,3-oxathiolane-2-propanoate), C(CC)C1=C(OCCCBr)C=CC(=C1O)C(C)=O (3-(2-n-propyl-3-hydroxy-4-acetylphenoxy)-1-bromopropane). Yields the product C(C)(=O)C1=C(C(=C(OCCCSCC2SC(OC2)(CCC(=O)OCC)C)C=C1)CCC)O (Ethyl 4-[[[3-(4-acetyl-3-hydroxy-2-propylphenoxy)propyl]thio]methyl]-2-methyl-1,3-oxathiolane-2-propanoate), product. Yield: 93.0%. RXN SMILES: [SH:1][CH2:2][CH:3]1[CH2:7][O:6][C:5]([CH3:15])([CH2:8][CH2:9][C:10]([O:12][CH2:13][CH3:14])=[O:11])[S:4]1.[CH2:16]([C:19]1[C:29]([OH:30])=[C:28]([C:31](=[O:33])[CH3:32])[CH:27]=[CH:26][C:20]=1[O:21][CH2:22][CH2:23][CH2:24]Br)[CH2:17][CH3:18].C(=O)([O-])[O-].[K+].[K+]>>[C:31]([C:28]1[CH:27]=[CH:26][C:20]([O:21][CH2:22][CH2:23][CH2:24][S:1][CH2:2][CH:3]2[CH2:7][O:6][C:5]([CH3:15])([CH2:8][CH2:9][C:10]([O:12][CH2:13][CH3:14])=[O:11])[S:4]2)=[C:19]([CH2:16][CH2:17][CH3:18])[C:29]=1[OH:30])(=[O:33])[CH3:32] |f:2.3.4|. Reported procedure: The title compound was prepared according to the procedure of Example 2 using the mercaptan produced in Example 36 (1.5 g, 0.006 mol), 3-(2-n-propyl-3-hydroxy-4-acetylphenoxy)-1-bromopropane (1.9 g, 0.006 mol) and anhydrous potassium carbonate (2.5 g). The crude product was chromatographed on silica gel using 20% ethyl acetate/hexane as eluent to give 2.7 g (93%) of the product as an oil. The reactants are ClC=1C=NC=C(C1)OC1=C(C=C(C=C1)NS(=O)(=O)C1=CC=C(C=C1)SC)C(F)(F)F (2-(3-chloro-5-pyridyloxy)-5-(4-methylthiobenzenesulfonamido)benzotrifluoride), OOS(=O)[O-].[K+] (Oxone). The solvent is CC(=O)C (acetone), O (water). Conditions: time 5 hour. Product: ClC=1C=NC=C(C1)OC1=C(C=C(C=C1)NS(=O)(=O)C1=CC=C(C=C1)S(=O)C)C(F)(F)F (2-(3-chloro-5-pyridyloxy)-5-(4-methylsulfinylbenzenesulfonamido)benzotrifluoride). As a reaction SMILES: [Cl:1][C:2]1[CH:3]=[N:4][CH:5]=[C:6]([O:8][C:9]2[CH:14]=[CH:13][C:12]([NH:15][S:16]([C:19]3[CH:24]=[CH:23][C:22]([S:25][CH3:26])=[CH:21][CH:20]=3)(=[O:18])=[O:17])=[CH:11][C:10]=2[C:27]([F:30])([F:29])[F:28])[CH:7]=1.[OH:31]OS([O-])=O.[K+]>CC(C)=O.O>[Cl:1][C:2]1[CH:3]=[N:4][CH:5]=[C:6]([O:8][C:9]2[CH:14]=[CH:13][C:12]([NH:15][S:16]([C:19]3[CH:20]=[CH:21][C:22]([S:25]([CH3:26])=[O:31])=[CH:23][CH:24]=3)(=[O:17])=[O:18])=[CH:11][C:10]=2[C:27]([F:28])([F:30])[F:29])[CH:7]=1 |f:1.2|. Reported procedure: To a solution of 2-(3-chloro-5-pyridyloxy)-5-(4-methylthiobenzenesulfonamido)benzotrifluoride (0.21 g) in acetone (5 mL) was added Oxone™ (0.136 g) in water (1 mL). After 5 hr, the reaction mixture is filtered, and the filtrate is diluted in methylene chloride and extracted with water. The solids from the organic extract were purified by silica chromatography. Trituration with hexane gave the title sulfoxide (0.144 g) as a white solid. mp 156-159° C.